describe an organic reaction: reactants, conditions, products, and yield From a dataset of the Open Reaction Database (ORD), a public repository of structured organic reaction records. The reactants are CO, COC(=O)c1ccc2c(c1)CC(C)(C)C(c1ccc(NC(=O)C3CCCCC3)cc1)N2, [Na+], [OH-], O. The product is CC1(C)Cc2cc(C(=O)O)ccc2NC1c1ccc(NC(=O)C2CCCCC2)cc1. Reaction SMILES: [CH3:34][OH:35].[CH:1]1([C:7](=[O:8])[NH:9][c:10]2[cH:11][cH:12][c:13]([CH:16]3[NH:17][c:18]4[cH:19][cH:20][c:21]([C:28](=[O:29])[O:30][CH3:31])[cH:22][c:23]4[CH2:24][C:25]3([CH3:26])[CH3:27])[cH:14][cH:15]2)[CH2:2][CH2:3][CH2:4][CH2:5][CH2:6]1.[Na+:33].[OH-:32].[OH2:36]>>[CH:1]1([C:7](=[O:8])[NH:9][c:10]2[cH:11][cH:12][c:13]([CH:16]3[NH:17][c:18]4[cH:19][cH:20][c:21]([C:28](=[O:29])[OH:30])[cH:22][c:23]4[CH2:24][C:25]3([CH3:26])[CH3:27])[cH:14][cH:15]2)[CH2:2][CH2:3][CH2:4][CH2:5][CH2:6]1. Starting materials: COC1=C(OC)C(=O)C(Cc2ccc(OC(C)=O)c(C(=O)Nc3ccc(C(C)=O)cc3)c2)=C(C)C1=O, CO, [Na+], O, O=C([O-])O. The product is COC1=C(OC)C(=O)C(Cc2ccc(O)c(C(=O)Nc3ccc(C(C)=O)cc3)c2)=C(C)C1=O. RXN SMILES: [CH3:1][O:2][C:3]1=[C:8]([O:9][CH3:10])[C:7](=[O:11])[C:6]([CH2:12][c:13]2[cH:14][cH:15][c:16]([O:31][C:32](=[O:33])[CH3:34])[c:17]([C:18](=[O:19])[NH:20][c:21]3[cH:22][cH:23][c:24]([C:27]([CH3:28])=[O:29])[cH:25][cH:26]3)[cH:30]2)=[C:5]([CH3:35])[C:4]1=[O:36].[CH3:42][OH:43].[Na+:37].[OH2:44].[OH:38][C:39](=[O:40])[O-:41]>>[CH3:1][O:2][C:3]1=[C:8]([O:9][CH3:10])[C:7](=[O:11])[C:6]([CH2:12][c:13]2[cH:14][cH:15][c:16]([OH:31])[c:17]([C:18](=[O:19])[NH:20][c:21]3[cH:22][cH:23][c:24]([C:27]([CH3:28])=[O:29])[cH:25][cH:26]3)[cH:30]2)=[C:5]([CH3:35])[C:4]1=[O:36]. Yields the product N1=C(N=CC=C1)COC1=NC(=NS1)SC (5-(2-pyrimidylmethyloxy)-3-methylthio-1,2,4-thiadiazole). RXN SMILES: Cl[C:2]1[S:6][N:5]=[C:4]([S:7][CH3:8])[N:3]=1.[N:9]1[CH:14]=[CH:13][CH:12]=[N:11][C:10]=1[CH2:15][OH:16].[H-].[Na+].[Cl-].[Na+]>CN(C)C=O>[N:9]1[CH:14]=[CH:13][CH:12]=[N:11][C:10]=1[CH2:15][O:16][C:2]1[S:6][N:5]=[C:4]([S:7][CH3:8])[N:3]=1 |f:2.3,4.5|. Reaction conditions: time 15 minute. Reported procedure: Into 3.6 g of N,N-dimethylformamide were dissolved 304 mg of 5-chloro-3-methylthio-1,2,4-thiadiazole and 200 mg of 2-pyrimidylmethyl alcohol, 87 mg of sodium hydride (60% in oil) was added thereto under ice-cooling, and the reaction mixture was stirred for 15 minutes. After stirring for 1.5 hour at room temperature, the reaction mixture was added to saturated sodium chloride aqueous solution, and extracted with t-butyl methyl ether. The organic layer was concentrated, and the residue obtained wa... Solvent: CN(C=O)C (N,N-dimethylformamide). Yield: 63.7%. Reactants: ClC1=NC(=NS1)SC (5-chloro-3-methylthio-1,2,4-thiadiazole), N1=C(N=CC=C1)CO (2-pyrimidylmethyl alcohol), [H-].[Na+] (sodium hydride), [Cl-].[Na+] (sodium chloride). Reactants: Cl (HCl), O.NN (Hydrazine monohydrate), O(C1=CC=CC=C1)N1C(C2=CC=CC=C2C1=O)=O (2-phenoxyisoindoline-1,3-dione), N1=CC=CC2=CC(=CC=C12)CC1=NN=C2N1N=C(C=C2)C(C)=O (1-(3-(Quinolin-6-ylmethyl)-[1,2,4]triazolo[4,3-b]pyridazin-6-yl)ethanone). Solvent: CO (MeOH). Run at time 8 hour. The product is C1(=CC=CC=C1)O\N=C(/C)\C=1C=CC=2N(N1)C(=NN2)CC=2C=C1C=CC=NC1=CC2 ((E)-1-(3-(Quinolin-6-ylmethyl)-[1,2,4]triazolo[4,3-b]pyridazin-6-yl)ethanone O-phenyl oxime). Isolated yield 58.3%. RXN SMILES: O.NN.[O:4]([N:11]1C(=O)C2[C:13](=CC=CC=2)[C:12]1=O)[C:5]1[CH:10]=[CH:9][CH:8]=[CH:7][CH:6]=1.[N:22]1[C:31]2[C:26](=[CH:27][C:28]([CH2:32][C:33]3[N:37]4[N:38]=[C:39](C(=O)C)[CH:40]=[CH:41][C:36]4=[N:35][N:34]=3)=[CH:29][CH:30]=2)[CH:25]=[CH:24][CH:23]=1.Cl>CO>[C:5]1([O:4]/[N:11]=[C:12](/[C:39]2[CH:40]=[CH:41][C:36]3[N:37]([C:33]([CH2:32][C:28]4[CH:27]=[C:26]5[C:31](=[CH:30][CH:29]=4)[N:22]=[CH:23][CH:24]=[CH:25]5)=[N:34][N:35]=3)[N:38]=2)\[CH3:13])[CH:10]=[CH:9][CH:8]=[CH:7][CH:6]=1 |f:0.1|. Procedure: Hydrazine monohydrate (5.45 mg, 0.109 mmol) was added to a solution of 2-phenoxyisoindoline-1,3-dione (Organic Lett, 2001, 31, 139) (30.8 mg, 0.129 mmol) in 10 mL of MeOH. The solution was heated at reflux for 2 h and then cooled to rt. White precipitate was filtered off and 1-(3-(quinolin-6-ylmethyl)-[1,2,4]triazolo[4,3-b]pyridazin-6-yl)ethanone (41.2) (30 mg, 0.1 mmol) was added. The pH value of solution was adjusted to 5-6 with 1N HCl solution. The reaction solution was then stirred at it ove... Reactants: CN1N=C2C=CC=C(C2=C1)[C@H]1[C@@H](C1)CNC(OC(C)(C)C)=O (tert-butyl {[(1R,2R)-2-(2-methyl-2H-indazol-4-yl)cyclopropyl]methyl}carbamate), Cl.C(C)(=O)OCC (hydrochloric acid ethyl acetate). Solvent: C(C)(=O)OCC (ethyl acetate). Conditions: time 2 hour. Yields the product Cl.Cl.CN1N=C2C=CC=C(C2=C1)[C@H]1[C@@H](C1)CN (1-[(1R,2R)-2-(2-methyl-2H-indazol-4-yl)cyclopropyl]methanamine dihydrochloride). Isolated yield 98.0%. RXN SMILES: [CH3:1][N:2]1[CH:10]=[C:9]2[C:4]([CH:5]=[CH:6][CH:7]=[C:8]2[C@@H:11]2[CH2:13][C@H:12]2[CH2:14][NH:15]C(=O)OC(C)(C)C)=[N:3]1.[ClH:23].C(OCC)(=O)C>C(OCC)(=O)C>[ClH:23].[ClH:23].[CH3:1][N:2]1[CH:10]=[C:9]2[C:4]([CH:5]=[CH:6][CH:7]=[C:8]2[C@@H:11]2[CH2:13][C@H:12]2[CH2:14][NH2:15])=[N:3]1 |f:1.2,4.5.6|. Procedure details: To a solution of tert-butyl {[(1R,2R)-2-(2-methyl-2H-indazol-4-yl)cyclopropyl]methyl}carbamate (2.68 g, 8.89 mmol) in ethyl acetate (50 mL) was added 4 M hydrochloric acid/ethyl acetate (50 mL) solution, and the mixture was stirred at room temperature for 2 hr. The solvent was concentrated under reduced pressure, and the obtained crystals were washed with ethyl acetate to give the title compound (2.38 g, yield 98%). Starting materials: ClCCCC(C)=O (5-chloro-2-pentanone), Grignard reagent, BrCCCCC (1-bromopentane), [Mg] (magnesium), C(C)(=O)OC(C)=O (Acetic anhydride). Run in CCOCC (ether), O (Water). Reaction conditions: temperature 25 celsius, time 1 hour. Yields the product ClCCCC(CCCCC)(C)OC(C)=O (1-Chloro-4-acetoxy-4-methylnonane). As a reaction SMILES: Br[CH2:2][CH2:3][CH2:4][CH2:5][CH3:6].[Mg].[Cl:8][CH2:9][CH2:10][CH2:11]C(=O)C.[C:15]([O:18][C:19](=O)[CH3:20])(=[O:17])[CH3:16]>CCOCC.O>[Cl:8][CH2:9][CH2:10][CH2:11][C:19]([O:18][C:15](=[O:17])[CH3:16])([CH3:20])[CH2:2][CH2:3][CH2:4][CH2:5][CH3:6]. Reported procedure: To the Grignard reagent prepared from 1-bromopentane (4.8 g., 0.04 mole) and magnesium (0.96 g., 0.04 mole) in ether is added 5-chloro-2-pentanone (6.0 g., 0.04 mole). The reaction mixture is stirred at 25° C. for 1 hour and then cooled to 15° C. Acetic anhydride (6 ml., excess) is added carefully and the solution is allowed to stand for 20 hours. Water is added, and the ether layer is separated, washed with brine, and dried over sodium sulfate. Distillation affords the title compound in 4.3 g. ...